From a dataset of the Open Reaction Database (ORD), a public repository of structured organic reaction records. describe an organic reaction: reactants, conditions, products, and yield Isolated yield 92.9%. Reaction SMILES: Cl[CH2:2][C@@:3]([CH3:7])([OH:6])[CH2:4][OH:5].[H-].[Na+].[CH3:10][CH:11]([CH2:16][CH2:17][CH2:18][CH:19]([CH3:26])[CH2:20][CH2:21][CH2:22][CH:23]([CH3:25])[CH3:24])[CH2:12][CH2:13][Mg]Br>O>[CH3:7][C@@:3]([OH:6])([CH2:2][CH2:13][CH2:12][CH:11]([CH3:10])[CH2:16][CH2:17][CH2:18][CH:19]([CH3:26])[CH2:20][CH2:21][CH2:22][CH:23]([CH3:25])[CH3:24])[CH2:4][OH:5] |f:1.2|. Reaction conditions: time 16 hour. Starting materials: ClC[C@](CO)(O)C ((2S)-3-chloro-2-methyl-1,2-propanediol), CC(CC[Mg]Br)CCCC(CCCC(C)C)C ((3RS,7RS)-3,7,11-trimethyldodecylmagnesium bromide), [H-].[Na+] (sodium hydride), potassium tert.-butylate. Run in O (water). Procedure: 367 mg (3 mmol) of (2S)-3-chloro-2-methyl-1,2-propanediol were dissolved in 5 ml of dry tetrayhydrofuran and left to react at room temperature with 100 mg (7.2 mmol) of sodium hydride (55-60%) until the evolution of gas had finished. 350 mg of potassium tert.-butylate were added to the resulting thick suspension. Thereupon, 2.9 mmol of (3RS,7RS)-3,7,11-trimethyldodecylmagnesium bromide were added and the mixture was stirred at room temperature for 16 hours. 50 ml of water were subsequently added... Yields the product C[C@](CO)(CCCC(CCCC(CCCC(C)C)C)C)O ((2R,6RS,10RS)-2,6,10,14-tetramethyl-1,2-pentadecanediol). Reactants: [H-], CCI, [Na+], CN(C)C=O, O, CC1CN(C2(C)CCN(C(=O)OC(C)(C)C)CC2)CCN1C1c2ccc(C(F)(F)F)cc2CC1O. Product: CCOC1Cc2cc(C(F)(F)F)ccc2C1N1CCN(C2(C)CCN(C(=O)OC(C)(C)C)CC2)CC1C. RXN SMILES: [H-:1].[I:38][CH2:39][CH3:40].[Na+:2].[O:42]=[CH:43][N:44]([CH3:45])[CH3:46].[OH2:41].[OH:3][CH:4]1[CH:5]([N:17]2[CH:18]([CH3:37])[CH2:19][N:20]([C:23]3([CH3:36])[CH2:24][CH2:25][N:26]([C:29](=[O:30])[O:31][C:32]([CH3:33])([CH3:34])[CH3:35])[CH2:27][CH2:28]3)[CH2:21][CH2:22]2)[c:6]2[cH:7][cH:8][c:9]([C:13]([F:14])([F:15])[F:16])[cH:10][c:11]2[CH2:12]1>>[O:3]([CH:4]1[CH:5]([N:17]2[CH:18]([CH3:37])[CH2:19][N:20]([C:23]3([CH3:36])[CH2:24][CH2:25][N:26]([C:29](=[O:30])[O:31][C:32]([CH3:33])([CH3:34])[CH3:35])[CH2:27][CH2:28]3)[CH2:21][CH2:22]2)[c:6]2[cH:7][cH:8][c:9]([C:13]([F:14])([F:15])[F:16])[cH:10][c:11]2[CH2:12]1)[CH2:39][CH3:40]. Reaction SMILES: C[CH:2]1[CH2:7][CH2:6][C:5](=O)[C:4](Cl)([CH2:9][C:10]#[C:11][CH2:12][CH3:13])[C:3]1=[O:15].C(=O)([O-])[O-].[Na+].[Na+]>C1(C)C(C)=CC=CC=1>[CH3:5][C:6]1[CH2:7][CH2:2][C:3](=[O:15])[C:4]=1[CH2:9][C:10]#[C:11][CH2:12][CH3:13] |f:1.2.3|. Reactants: CC1C(C(C(CC1)=O)(CC#CCC)Cl)=O (4-Methyl-2-chloro-2-(pent-2-ynyl)-cyclohexane-1,3-dione), C([O-])([O-])=O.[Na+].[Na+] (sodium carbonate). The solvent is C=1(C(=CC=CC1)C)C (xylene). Product: CC1=C(C(CC1)=O)CC#CCC (3-methyl-2-(pent-2-ynyl)-cyclopent-2-enone). Reported procedure: 4-Methyl-2-chloro-2-(pent-2-ynyl)-cyclohexane-1,3-dione (3 g; 0.015 Mole) in dry xylene (15 ml) was allowed to reflux in the presence of anhydrous sodium carbonate (1.6 g; 0.015 Mole) until gas evolution ceased (3 h.). The reaction mixture was then washed with water, dried over magnesium sulfate and the solvent removed under reduced pressure. Distillation afforded 3-methyl-2-(pent-2-ynyl)-cyclopent-2-enone (dehydrojasmone); b.p. 80°-90°/0.001 Torr; 850 mg (35 %). The reactants are BrC1=CC=C(C=C1)C1=C(C(=NO1)C)NC(CCC=C(C)C)C ([5-(4-bromo-phenyl)-3-methyl-isoxazol-4-yl]-(1,5-dimethyl-hex-4-enyl)-amine), C(C)OC(CC1(CC1)C1=CC=C(C=C1)B1OC(C(O1)(C)C)(C)C)=O ({1-[4-(4,4,5,5-tetramethyl-[1,3,2]dioxaborolan-2-yl)-phenyl]-cyclopropyl}-acetic acid ethyl ester). Yields the product C(C)OC(CC1(CC1)C1=CC=C(C=C1)C1=CC=C(C=C1)C1=C(C(=NO1)C)NC(CCC=C(C)C)C)=O ((1-{4′-[4-(1,5-Dimethyl-hex-4-enylamino)-3-methyl-isoxazol-5-yl]-biphenyl-4-yl}-cyclopropyl)-acetic acid ethyl ester). Reaction SMILES: Br[C:2]1[CH:7]=[CH:6][C:5]([C:8]2[O:12][N:11]=[C:10]([CH3:13])[C:9]=2[NH:14][CH:15]([CH3:22])[CH2:16][CH2:17][CH:18]=[C:19]([CH3:21])[CH3:20])=[CH:4][CH:3]=1.[CH2:23]([O:25][C:26](=[O:46])[CH2:27][C:28]1([C:31]2[CH:36]=[CH:35][C:34](B3OC(C)(C)C(C)(C)O3)=[CH:33][CH:32]=2)[CH2:30][CH2:29]1)[CH3:24]>>[CH2:23]([O:25][C:26](=[O:46])[CH2:27][C:28]1([C:31]2[CH:36]=[CH:35][C:34]([C:2]3[CH:7]=[CH:6][C:5]([C:8]4[O:12][N:11]=[C:10]([CH3:13])[C:9]=4[NH:14][CH:15]([CH3:22])[CH2:16][CH2:17][CH:18]=[C:19]([CH3:21])[CH3:20])=[CH:4][CH:3]=3)=[CH:33][CH:32]=2)[CH2:30][CH2:29]1)[CH3:24]. Procedure: Prepared according to the procedure described in Example 1, Step 7, using [5-(4-bromo-phenyl)-3-methyl-isoxazol-4-yl]-(1,5-dimethyl-hex-4-enyl)-amine and {1-[4-(4,4,5,5-tetramethyl-[1,3,2]dioxaborolan-2-yl)-phenyl]-cyclopropyl}-acetic acid ethyl ester. Reactants: FC1=CC=C(CN2C(C(CC2)N2C[C@H]([C@@H](CC2)C2=CC=C(C=C2)OC)O)=O)C=C1 (1-(4-fluorobenzyl)-3-(trans-3-hydroxy-4-(4-methoxyphenyl)piperidin-1-yl)pyrrolidin-2-one), CCN(CC)S(F)(F)F (DAST). Solvent: C(Cl)Cl (DCM). Conditions: time 1 hour. The product is F[C@@H]1CN(CC[C@H]1C1=CC=C(C=C1)OC)C1C(N(CC1)CC1=CC=C(C=C1)F)=O ((±)-rel-3-((3S,4S)-3-fluoro-4-(4-methoxyphenyl)piperidin-1-yl)-1-(4-fluorobenzyl)pyrrolidin-2-one). Isolated yield 25.4%. Reaction SMILES: [F:1][C:2]1[CH:29]=[CH:28][C:5]([CH2:6][N:7]2[CH2:11][CH2:10][CH:9]([N:12]3[CH2:17][CH2:16][C@@H:15]([C:18]4[CH:23]=[CH:22][C:21]([O:24][CH3:25])=[CH:20][CH:19]=4)[C@H:14](O)[CH2:13]3)[C:8]2=[O:27])=[CH:4][CH:3]=1.CCN(S(F)(F)[F:36])CC>C(Cl)Cl>[F:36][C@H:14]1[C@H:15]([C:18]2[CH:19]=[CH:20][C:21]([O:24][CH3:25])=[CH:22][CH:23]=2)[CH2:16][CH2:17][N:12]([CH:9]2[CH2:10][CH2:11][N:7]([CH2:6][C:5]3[CH:28]=[CH:29][C:2]([F:1])=[CH:3][CH:4]=3)[C:8]2=[O:27])[CH2:13]1. Procedure: To a solution of 1-(4-fluorobenzyl)-3-(trans-3-hydroxy-4-(4-methoxyphenyl)piperidin-1-yl)pyrrolidin-2-one from step B (2.5 g, 6.3 mmol) in 50 mL DCM was added DAST (4.1 mL, 31 mmol) and the reaction was stirred at ambient temperature for 1 h. The reaction was then quenched with a sat.bicarbonate solution (200 mL) and the mixture was extracted with 200 mL of DCM. The organic layer was dried over Na2SO4, filtered, and evaporated under reduced pressure. The residue was purified via silica gel chrom... The reactants are C(C)C1=CC=CC=2CN(CCOC21)C(=O)OC(C)(C)C (tert-butyl 9-ethyl-2,3-dihydro-1,4-benzoxazepine-4(5H)-carboxylate), C(C)(=O)OCC.Cl (hydrogen chloride-ethyl acetate). Run in C(C)(=O)OCC (ethyl acetate). Reaction conditions: time 1 hour. The product is Cl.C(C)C1=CC=CC=2CNCCOC21 (9-ethyl-2,3,4,5-tetrahydro-1,4-benzoxazepine hydrochloride). Yield: 83.0%. Reaction SMILES: [CH2:1]([C:3]1[C:13]2[O:12][CH2:11][CH2:10][N:9](C(OC(C)(C)C)=O)[CH2:8][C:7]=2[CH:6]=[CH:5][CH:4]=1)[CH3:2].C(OCC)(=O)C.[ClH:27]>C(OCC)(=O)C>[ClH:27].[CH2:1]([C:3]1[C:13]2[O:12][CH2:11][CH2:10][NH:9][CH2:8][C:7]=2[CH:6]=[CH:5][CH:4]=1)[CH3:2] |f:1.2,4.5|. Reported procedure: A mixture of tert-butyl 9-ethyl-2,3-dihydro-1,4-benzoxazepine-4(5H)-carboxylate (260 mg, 0.937 mmol), ethyl acetate (2 ml) and 4N hydrogen chloride-ethyl acetate solution (4 ml) was stirred at room temperature for 1 hr, and the solvent was evaporated under reduced pressure. The residue was recrystallized from a mixed solvent of methanol and ether to give the desired product (166 mg, 83.0%) as a solid.